Dataset: the Open Reaction Database (ORD), a public repository of structured organic reaction records. Task: describe an organic reaction: reactants, conditions, products, and yield The reactants are C(#N)[BH3-].[Na+] (sodium cyano-borohydride), N1=CC(=CC=C1)C=O (3-pyridinecarboxaldehyde), C(C)(=O)O (acetic acid), ClCCN1C2=NC(=NC(=C2N=C1)N)N (9-(2-chloroethyl)-2,6-diamino-purine), N1=CC(=CC=C1)C=O (3-pyridinecarboxaldehyde), C(#N)[BH3-].[Na+] (sodium cyano-borohydride). Run in CO (MeOH). Run at time 2 hour. Yields the product NC1=C2N=CN(C2=NC(=N1)NCC=1C=NC=CC1)CCCl (6-amino-9-(2-chloroethyl)-2-[(3-pyridylmethyl)amino]-purine). The yield is 61.6%. As a reaction SMILES: [Cl:1][CH2:2][CH2:3][N:4]1[CH:12]=[N:11][C:10]2[C:5]1=[N:6][C:7]([NH2:14])=[N:8][C:9]=2[NH2:13].[N:15]1[CH:20]=[CH:19][CH:18]=[C:17]([CH:21]=O)[CH:16]=1.C(O)(=O)C.C([BH3-])#N.[Na+]>CO>[NH2:13][C:9]1[N:8]=[C:7]([NH:14][CH2:21][C:17]2[CH:16]=[N:15][CH:20]=[CH:19][CH:18]=2)[N:6]=[C:5]2[C:10]=1[N:11]=[CH:12][N:4]2[CH2:3][CH2:2][Cl:1] |f:3.4|. Reported procedure: 100 mg (0.47 mmol) of 9-(2-chloroethyl)-2,6-diamino-purine (example 12, step A) were dissolved in 10 ml MeOH and 3 g molecular sieves (4 Å), 0.044 ml (0.47 mmol) 3-pyridinecarboxaldehyde and 0.135 ml (2.35 mmol) acetic acid were added. The mixture was stirred for 2 hours at room temperature. 23.6 mg (0.38 mmol) sodium cyano-borohydride were added and stiffing was continued for 4 hours. Additional 0.044 ml (0.47 mmol) 3-pyridinecarboxaldehyde were added and 72 mg sodium cyano-borohydride were add... Starting materials: O1C(OCC1)C(C)[C@H]1CC[C@H]2C3=CC=C4C[C@H](C[C@@H]([C@]4(C)[C@H]3CC[C@]12C)OC(C)=O)OCOC (20-(1,3-dioxolan-2-yl)-1α-acetoxy-3β-(methoxymethyl)oxypregna-5,7-diene), COC(=O)O[C@H]1C[C@@H](CC2=CC=C3[C@@H]4CC[C@H](C(C)C=O)[C@]4(CC[C@@H]3[C@@]12C)C)OC(=O)OC (1α,3β-bis(methoxycarbonyloxy)pregna-5,7-diene-20-carbaldehyde). Yields the product O1C(OCC1)C(C)[C@H]1CC[C@H]2C3=CC=C4C[C@H](C[C@@H]([C@]4(C)[C@H]3CC[C@]12C)O)OCOC (20-(1,3-dioxolan-2-yl)-3β-(methoxymethyl)oxypregna-5,7-dien-1α-ol). The yield is 79.0%. As a reaction SMILES: [O:1]1[CH2:5][CH2:4][O:3][CH:2]1[CH:6]([C@@H:8]1[C@:25]2([CH3:26])[C@H:11]([C:12]3[C@H:22]([CH2:23][CH2:24]2)[C@:20]2([CH3:21])[C:15]([CH2:16][C@@H:17]([O:31][CH2:32][O:33][CH3:34])[CH2:18][C@@H:19]2[O:27]C(=O)C)=[CH:14][CH:13]=3)[CH2:10][CH2:9]1)[CH3:7].COC(O[C@@H]1[C@@]2(C)C(=CC=C3[C@@H]2CC[C@@]2(C)[C@H]3CC[C@@H]2C(C=O)C)C[C@@H](OC(OC)=O)C1)=O>>[O:1]1[CH2:5][CH2:4][O:3][CH:2]1[CH:6]([C@@H:8]1[C@:25]2([CH3:26])[C@H:11]([C:12]3[C@H:22]([CH2:23][CH2:24]2)[C@:20]2([CH3:21])[C:15]([CH2:16][C@@H:17]([O:31][CH2:32][O:33][CH3:34])[CH2:18][C@@H:19]2[OH:27])=[CH:14][CH:13]=3)[CH2:10][CH2:9]1)[CH3:7]. Procedure: The reaction and workup procedures of Example 164 were repeated except that 100 mg of 20-(1,3-dioxolan-2-yl)-1α-acetoxy-3β-(methoxymethyl)oxypregna-5,7-diene was used in lieu of 100 mg of 1α,3β-bis(methoxycarbonyloxy)pregna-5,7-diene-20-carbaldehyde to give 72 mg of 20-(1,3-dioxolan-2-yl)-3β-(methoxymethyl)oxypregna-5,7-dien-1α-ol showing the following physical properties. Reactants: BrCC1=CC=C(C=C1)C1(OCCO1)C1=CC=CC=C1 (2-(4-(bromomethyl)phenyl)-2-phenyl-1,3-dioxolane), N1(CCNCC1)CC(=O)OCC (ethyl 2-(piperazin-1-yl)acetate), C(=O)([O-])[O-].[K+].[K+] (K2CO3). Solvent: CC(=O)C (acetone). Conditions: time 8 hour. Product: C1(=CC=CC=C1)C1(OCCO1)C1=CC=C(CN2CCN(CC2)CC(=O)OCC)C=C1 (Ethyl 2-(4-(4-(2-phenyl-1,3-dioxolan-2-yl)benzyl)piperazin-1-yl)acetate). The yield is 76.9%. As a reaction SMILES: Br[CH2:2][C:3]1[CH:8]=[CH:7][C:6]([C:9]2([C:14]3[CH:19]=[CH:18][CH:17]=[CH:16][CH:15]=3)[O:13][CH2:12][CH2:11][O:10]2)=[CH:5][CH:4]=1.[N:20]1([CH2:26][C:27]([O:29][CH2:30][CH3:31])=[O:28])[CH2:25][CH2:24][NH:23][CH2:22][CH2:21]1.C([O-])([O-])=O.[K+].[K+]>CC(C)=O>[C:14]1([C:9]2([C:6]3[CH:7]=[CH:8][C:3]([CH2:2][N:23]4[CH2:22][CH2:21][N:20]([CH2:26][C:27]([O:29][CH2:30][CH3:31])=[O:28])[CH2:25][CH2:24]4)=[CH:4][CH:5]=3)[O:13][CH2:12][CH2:11][O:10]2)[CH:19]=[CH:18][CH:17]=[CH:16][CH:15]=1 |f:2.3.4|. Procedure: To a round-bottom flask were added 13 (2.57 g, 8.05 mmol, 1.0 equiv.), 10 (2.09 g, 12.1 mmol, 1.5 equiv.), K2CO3 (3.35 g, 24.2 mmol, 3.0 equiv.), and acetone (40 mL, 0.2 M). The reaction mixture was stirred overnight at reflux. The reaction mixture was cooled to room temperature. The solid was filtered and washed with acetone. The filtrate was concentrated and purified by silica gel column chromatography (gradient, 50-100% EtOAc/hexanes) to yield 14 (2.54 g, 77%) as a yellow oil. 1H-NMR (500 MHz...